From a dataset of the Open Reaction Database (ORD), a public repository of structured organic reaction records. describe an organic reaction: reactants, conditions, products, and yield Starting materials: [H-].[Na+] (NaH), CC1=CC=C(N1)C(=O)OCC (ethyl 5-methyl-1H-pyrrole-2-carboxylate), BrCC1CCCCC1 ((bromo-methyl)cyclohexane), C(=O)([O-])[O-].[K+].[K+] (K2CO3). Solvent: CN(C)C=O (DMF). Run at time 8 hour. Product: C1(CCCCC1)CN1C(=CC=C1C)C(=O)OCC (Ethyl 1-(cyclohexylmethyl)-5-methyl-1H-pyrrole-2-carboxylate). Yield: 81.4%. RXN SMILES: [CH3:1][C:2]1[NH:6][C:5]([C:7]([O:9][CH2:10][CH3:11])=[O:8])=[CH:4][CH:3]=1.Br[CH2:13][CH:14]1[CH2:19][CH2:18][CH2:17][CH2:16][CH2:15]1.C([O-])([O-])=O.[K+].[K+].[H-].[Na+]>CN(C=O)C>[CH:14]1([CH2:13][N:6]2[C:2]([CH3:1])=[CH:3][CH:4]=[C:5]2[C:7]([O:9][CH2:10][CH3:11])=[O:8])[CH2:19][CH2:18][CH2:17][CH2:16][CH2:15]1 |f:2.3.4,5.6|. Procedure: A solution of ethyl 5-methyl-1H-pyrrole-2-carboxylate (15.0 g, 98.0 mmol), (bromo-methyl)cyclohexane (17.6 g, 100 mmol) and K2CO3 (41.4 g, 300 mmol) in dry DMF (150 mL) was stirred at 50° C. overnight, then cooled to rt and filtered. To the filtrate was added NaH (12.0 g, 60%, 300 mmol) slowly. Then the mixture was stirred overnight at 50° C. The reaction mixture was quenched with water and extracted with EA twice. The combined organic phases were washed with water (3×) and brine (2×), dried ove...